From a dataset of the Open Reaction Database (ORD), a public repository of structured organic reaction records. describe an organic reaction: reactants, conditions, products, and yield The reactants are C(#N)C1=CC(=C(C=C1)C=1C=NN(C1O)C1=NC=C(C(=O)O)C=C1)C (6-(4-(4-cyano-2-methylphenyl)-5-hydroxy-1H-pyrazol-1-yl)nicotinic acid), Cl.Cl.C(C)N1C[C@H](NCC1)C ((R)-1-ethyl-3-methylpiperazine dihydrochloride), C(C)N(C(C)C)C(C)C (N-ethyl-N-isopropylpropan-2-amine), N1(N=NC2=C1C=CC=C2)O (1H-benzo[d][1,2,3]triazol-1-ol), Cl.C(C)N=C=NCCCN(C)C (N1-((ethylimino)methylene)-N3,N3-dimethylpropane-1,3-diamine hydrochloride), Cl (HCl). Run in CN(C)C=O (DMF), O.C(C)O (water ethanol). Conditions: time 5 minute. The product is C(C)N1C[C@H](N(CC1)C(=O)C=1C=CC(=NC1)N1N=CC(=C1O)C1=C(C=C(C#N)C=C1)C)C ((R)-4-(1-(5-(4-ethyl-2-methylpiperazine-1-carbonyl)pyridin-2-yl)-5-hydroxy-1H-pyrazol-4-yl)-3-methylbenzonitrile). Isolated yield 50.3%. As a reaction SMILES: [C:1]([C:3]1[CH:8]=[CH:7][C:6]([C:9]2[CH:10]=[N:11][N:12]([C:15]3[CH:23]=[CH:22][C:18]([C:19](O)=[O:20])=[CH:17][N:16]=3)[C:13]=2[OH:14])=[C:5]([CH3:24])[CH:4]=1)#[N:2].N1(O)C2C=CC=CC=2N=N1.Cl.C(N=C=NCCCN(C)C)C.C(N(C(C)C)C(C)C)C.Cl.Cl.[CH2:58]([N:60]1[CH2:65][CH2:64][NH:63][C@H:62]([CH3:66])[CH2:61]1)[CH3:59].Cl>O.C(O)C.CN(C=O)C>[CH2:58]([N:60]1[CH2:65][CH2:64][N:63]([C:19]([C:18]2[CH:22]=[CH:23][C:15]([N:12]3[C:13]([OH:14])=[C:9]([C:6]4[CH:7]=[CH:8][C:3]([C:1]#[N:2])=[CH:4][C:5]=4[CH3:24])[CH:10]=[N:11]3)=[N:16][CH:17]=2)=[O:20])[C@H:62]([CH3:66])[CH2:61]1)[CH3:59] |f:2.3,5.6.7,9.10|. Procedure details: Combined 6-(4-(4-cyano-2-methylphenyl)-5-hydroxy-1H-pyrazol-1-yl)nicotinic acid (100 mg, 0.312 mmol), 1H-benzo[d][1,2,3]triazol-1-ol (50.6 mg, 0.375 mmol), N1-((ethylimino)methylene)-N3,N3-dimethylpropane-1,3-diamine hydrochloride (71.8 mg, 0.375 mmol), DMF (Volume: 624 μl), and N-ethyl-N-isopropylpropan-2-amine (273 μl, 1.561 mmol). The solution was stirred at ambient temperature for 5 minutes then (R)-1-ethyl-3-methylpiperazine dihydrochloride (69.1 mg, 0.343 mmol) was added. The reaction was ... Starting materials: ClC1=C(C(=NC(=N1)SC)NC=1C=C(C(=O)NOC)C=CC1C)C#N (3-(6-Chloro-5-cyano-2-methylsulfanyl-pyrimidin-4-ylamino)-N-methoxy-4-methyl-benzamide), Cl.CNCC(C)(C)C (N-methyl-neopentylamine hydrochloride), CCN(C(C)C)C(C)C (DIEA). Solvent: C1CCOC1 (THF). The product is C(#N)C=1C(=NC(=NC1N(C)CC(C)(C)C)SC)NC=1C=C(C(=O)NOC)C=CC1C (3-{5-Cyano-6-[(2,2-dimethyl-propyl)-methyl-amino]-2-methylsulfanyl-pyrimidin-4-ylamino}-N-methoxy-4-methyl-benzamide). Yield: 44.4%. RXN SMILES: Cl[C:2]1[N:7]=[C:6]([S:8][CH3:9])[N:5]=[C:4]([NH:10][C:11]2[CH:12]=[C:13]([CH:19]=[CH:20][C:21]=2[CH3:22])[C:14]([NH:16][O:17][CH3:18])=[O:15])[C:3]=1[C:23]#[N:24].Cl.[CH3:26][NH:27][CH2:28][C:29]([CH3:32])([CH3:31])[CH3:30].CCN(C(C)C)C(C)C>C1COCC1>[C:23]([C:3]1[C:4]([NH:10][C:11]2[CH:12]=[C:13]([CH:19]=[CH:20][C:21]=2[CH3:22])[C:14]([NH:16][O:17][CH3:18])=[O:15])=[N:5][C:6]([S:8][CH3:9])=[N:7][C:2]=1[N:27]([CH2:28][C:29]([CH3:32])([CH3:31])[CH3:30])[CH3:26])#[N:24] |f:1.2|. Procedure: 3-(6-Chloro-5-cyano-2-methylsulfanyl-pyrimidin-4-ylamino)-N-methoxy-4-methyl-benzamide (3.33 g, 9.2 mmol), N-methyl-neopentylamine hydrochloride (2.05 g, 15 mmol) and DIEA (3.87 g, 30 mmol) in THF (10 mL) were heated to 60° C. for overnight. The solvent was removed in vacuo and the product (1.75 g) was obtained after purification by silica gel column chromatography. Reactants: CCN=C=NCCCN(C)C, CC(N)C(N)(c1ccc(F)cc1)c1ccc(F)cc1, c1ccncc1, O=C(O)c1cnccn1. Product: CC(NC(=O)c1cnccn1)C(N)(c1ccc(F)cc1)c1ccc(F)cc1. RXN SMILES: [CH3:29][N:30]([CH3:31])[CH2:32][CH2:33][CH2:34][N:35]=[C:36]=[N:37][CH2:38][CH3:39].[F:1][c:2]1[cH:3][cH:4][c:5]([C:8]([CH:9]([CH3:10])[NH2:11])([NH2:12])[c:13]2[cH:14][cH:15][c:16]([F:19])[cH:17][cH:18]2)[cH:6][cH:7]1.[cH:40]1[cH:41][cH:42][n:43][cH:44][cH:45]1.[n:20]1[c:21]([C:26](=[O:27])[OH:28])[cH:22][n:23][cH:24][cH:25]1>>[F:1][c:2]1[cH:3][cH:4][c:5]([C:8]([CH:9]([CH3:10])[NH:11][C:26]([c:21]2[n:20][cH:25][cH:24][n:23][cH:22]2)=[O:27])([NH2:12])[c:13]2[cH:14][cH:15][c:16]([F:19])[cH:17][cH:18]2)[cH:6][cH:7]1. Starting materials: O=C([O-])[O-], NOCc1ccccc1, CO, O=CCc1ccccc1, Cl, [K+], [K+]. Yields the product C(Cc1ccccc1)=NOCc1ccccc1. RXN SMILES: [C:20](=[O:21])([O-:22])[O-:23].[CH2:11]([c:12]1[cH:13][cH:14][cH:15][cH:16][cH:17]1)[O:18][NH2:19].[CH3:26][OH:27].[CH:1](=[O:2])[CH2:3][c:4]1[cH:5][cH:6][cH:7][cH:8][cH:9]1.[ClH:10].[K+:24].[K+:25]>>[CH:1]([CH2:3][c:4]1[cH:5][cH:6][cH:7][cH:8][cH:9]1)=[N:19][O:18][CH2:11][c:12]1[cH:13][cH:14][cH:15][cH:16][cH:17]1. The reactants are BrCCC1=CNC2=CC=C(C=C12)OC (3-(2-Bromoethyl)-5-methoxyindole), FC1=CC=C(C(=O)CC2CNCC2)C=C1 (3-(4-fluorobenzoylmethyl)pyrrolidine), [I-].[Na+] (sodium iodide), C([O-])([O-])=O.[K+].[K+] (potassium carbonate). Run in C(C)C(=O)CC (diethyl ketone). The product is FC1=CC=C(C(=O)CC2CN(CC2)CCC2=CNC3=CC=C(C=C23)OC)C=C1 (3-{2-[3-(4-Fluorobenzoylmethyl)pyrrolidin-1-yl]ethyl}-5-methoxyindole). Reaction SMILES: Br[CH2:2][CH2:3][C:4]1[C:12]2[C:7](=[CH:8][CH:9]=[C:10]([O:13][CH3:14])[CH:11]=2)[NH:6][CH:5]=1.[F:15][C:16]1[CH:29]=[CH:28][C:19]([C:20]([CH2:22][CH:23]2[CH2:27][CH2:26][NH:25][CH2:24]2)=[O:21])=[CH:18][CH:17]=1.[I-].[Na+].C(=O)([O-])[O-].[K+].[K+]>C(C(CC)=O)C>[F:15][C:16]1[CH:17]=[CH:18][C:19]([C:20]([CH2:22][CH:23]2[CH2:27][CH2:26][N:25]([CH2:2][CH2:3][C:4]3[C:12]4[C:7](=[CH:8][CH:9]=[C:10]([O:13][CH3:14])[CH:11]=4)[NH:6][CH:5]=3)[CH2:24]2)=[O:21])=[CH:28][CH:29]=1 |f:2.3,4.5.6|. Procedure: A mixture of 5 g (0.0197 mol) of the product obtained in Stage 2, 4 g (0.0216 mol) of 3-(4-fluorobenzoylmethyl)pyrrolidine, 0.1 g of sodium iodide and 3 g of potassium carbonate in 100 ml of diethyl ketone is brought to reflux for 24 hours. The inorganic salts are then filtered off, the solvent is evaporated under vacuum, the residue is taken up in 100 ml of dichloromethane and this organic phase is washed with 100 ml of water. After drying over magnesium sulfate and evaporation of the solvent, ... The reactants are C(c1cccc2cccc(C(O)=O)c12)=O, CC1=CN=C(C=C1)N, [C-]#[N+]C1CCCCC1. Reagents/catalysts: O=C(O)C(F)(F)F (trifluoroacetic acid). The solvent is CC(C)O (isopropyl alcohol), CC(C)O (isopropylalcohol). Run at temperature 22 celsius, time 20 hour. Yields the product Cc1ccc2nc(c3cccc4cccc(C(O)=O)c34)c(NC3CCCCC3)n2c1. Yield: 0.0%. RXN SMILES: CC1=CC=C(N)N=C1.[C-]#[N+]C1CCCCC1.OC(=O)C1=C2C(C=O)=CC=CC2=CC=C1>>CC1=CN2C(C=C1)=NC(=C2NC1CCCCC1)C1=CC=CC2=CC=CC(C(O)=O)=C12. The reactants are COC(=O)CCC1CCC(CN(C)C(=O)OC(C)(C)C)CC1, CCO, [K+], [OH-]. The product is CN(CC1CCC(CCC(=O)O)CC1)C(=O)OC(C)(C)C. Reaction SMILES: [CH3:1][O:2][C:3]([CH2:4][CH2:5][CH:6]1[CH2:7][CH2:8][CH:9]([CH2:12][N:13]([CH3:14])[C:15](=[O:16])[O:17][C:18]([CH3:19])([CH3:20])[CH3:21])[CH2:10][CH2:11]1)=[O:22].[CH3:25][CH2:26][OH:27].[K+:24].[OH-:23]>>[O:2]=[C:3]([CH2:4][CH2:5][CH:6]1[CH2:7][CH2:8][CH:9]([CH2:12][N:13]([CH3:14])[C:15](=[O:16])[O:17][C:18]([CH3:19])([CH3:20])[CH3:21])[CH2:10][CH2:11]1)[OH:22].